The task is: describe an organic reaction: reactants, conditions, products, and yield. This data is from the Open Reaction Database (ORD), a public repository of structured organic reaction records. Starting materials: CO, CCOC(C)=O, Cn1c(=O)n(COC(=O)C(C)(C)C)c(=O)c2c1ncn2-c1ccccc1Cl, [H-], [Na+], C1CCOC1. Yields the product Cn1c(=O)[nH]c(=O)c2c1ncn2-c1ccccc1Cl. RXN SMILES: [CH3:30][OH:31].[CH3:37][CH2:38][O:39][C:40](=[O:41])[CH3:42].[Cl:1][c:2]1[c:3](-[n:8]2[cH:9][n:10][c:11]3[n:12]([CH3:27])[c:13](=[O:26])[n:14]([CH2:18][O:19][C:20](=[O:21])[C:22]([CH3:23])([CH3:24])[CH3:25])[c:15](=[O:17])[c:16]23)[cH:4][cH:5][cH:6][cH:7]1.[H-:28].[Na+:29].[O:32]1[CH2:33][CH2:34][CH2:35][CH2:36]1>>[Cl:1][c:2]1[c:3](-[n:8]2[cH:9][n:10][c:11]3[n:12]([CH3:27])[c:13](=[O:26])[nH:14][c:15](=[O:17])[c:16]23)[cH:4][cH:5][cH:6][cH:7]1. The reactants are aldehyde, C(C)(C)(C)NO (tert-butylhyroxylamine), OC1=C(C=O)C=C(C=C1)[N+](=O)[O-] (2-hydroxy-5-nitrobenzaldehyde), C1(=CC=C(C=C1)S(=O)(=O)O)C (p-toluenesulfonic acid). Run in C1=CC=CC=C1 (benzene). Yields the product OC1=C(C=C(C=C1)[N+](=O)[O-])C=[N+]([O-])C(C)(C)C (α-(2-Hydroxy-5-nitrophenyl)-N-tert-butylnitrone). Yield: 75.1%. RXN SMILES: [C:1]([NH:5][OH:6])([CH3:4])([CH3:3])[CH3:2].[OH:7][C:8]1[CH:15]=[CH:14][C:13]([N+:16]([O-:18])=[O:17])=[CH:12][C:9]=1[CH:10]=O.C1(C)C=CC(S(O)(=O)=O)=CC=1>C1C=CC=CC=1>[OH:7][C:8]1[CH:15]=[CH:14][C:13]([N+:16]([O-:18])=[O:17])=[CH:12][C:9]=1[CH:10]=[N+:5]([C:1]([CH3:4])([CH3:3])[CH3:2])[O-:6]. Reported procedure: A mixture of tert-butylhyroxylamine (10.5 g, 120 mmol), 2-hydroxy-5-nitrobenzaldehyde (15 g, 90 mmol) and p-toluenesulfonic acid (1.6 g, 9 mmol) in benzene (375 mL) was refluxed in a flask fitted with a Dean-Stark trap until no more aldehyde was detectable by TLC. The mixture was cooled and the resulting suspension was filtered. The title compound was isolated in 75.1% yield as a pale yellow solid, m.p. 172° C. Starting materials: FC(C(=O)O)(F)F.FC(C(=O)O)(F)F.NN=CC1=CC=C(C=C1)CCC(CC(=O)OC)C1=CC(=CC=C1)C=NN (Methyl 4-(aminoiminomethyl)-beta-[3-(aminoiminomethyl) phenyl]benzene pentanoate bis(trifluoroacetate)), Cl (HCl). Conditions: time 48 hour. The product is Cl.Cl.NN=CC1=CC=C(C=C1)CCC(CC(=O)O)C1=CC(=CC=C1)C=NN (4-(aminoiminomethyl)-beta-[3-(aminoiminomethyl)phenyl]benzenepentanoic acid dihydrochloride). Isolated yield 66.0%. As a reaction SMILES: FC(F)(F)C(O)=O.FC(F)(F)C(O)=O.[NH2:15][N:16]=[CH:17][C:18]1[CH:23]=[CH:22][C:21]([CH2:24][CH2:25][CH:26]([C:32]2[CH:37]=[CH:36][CH:35]=[C:34]([CH:38]=[N:39][NH2:40])[CH:33]=2)[CH2:27][C:28]([O:30]C)=[O:29])=[CH:20][CH:19]=1.[ClH:41]>>[ClH:41].[ClH:41].[NH2:15][N:16]=[CH:17][C:18]1[CH:23]=[CH:22][C:21]([CH2:24][CH2:25][CH:26]([C:32]2[CH:37]=[CH:36][CH:35]=[C:34]([CH:38]=[N:39][NH2:40])[CH:33]=2)[CH2:27][C:28]([OH:30])=[O:29])=[CH:20][CH:19]=1 |f:0.1.2,4.5.6|. Procedure: Methyl 4-(aminoiminomethyl)-beta-[3-(aminoiminomethyl) phenyl]benzene pentanoate bis(trifluoroacetate) (0.030 gm, 0.08 mmol) was dissolved in 0.5 mL of 6 N HCl under N2 and stirred at room temperature for 48 hrs. The solution was concentrated to give the title compound as a white solid 0.018 gm (66%). Mp >200° C. (dec); MS: (M+H)+ 339; 1H NMR (DMSO-d6): 2.0 (m, 2H), 2.5 (m, 2H), 2.7 (dd, 1H), 2.85 (dd, 1H), 3.15(m, 1H), 7.40 (d, 2H), 7.55 (m, 2H), 7.75 (m, 4H), 9.1 (d, 4H), 9.25 (d, 4H). Reactants: CC1Cc2ccc(Br)cc2CN1c1cc(N2CCN(C)CC2)nc(N)n1, O=C([O-])O, C1COCCO1, CC1(C)OB(c2cnn(CC(N)=O)c2)OC1(C)C, CO, [Na+], O, c1ccc(P(c2ccccc2)(c2ccccc2)[Pd](P(c2ccccc2)(c2ccccc2)c2ccccc2)(P(c2ccccc2)(c2ccccc2)c2ccccc2)P(c2ccccc2)(c2ccccc2)c2ccccc2)cc1. The product is CC1Cc2ccc(-c3cnn(CC(N)=O)c3)cc2CN1c1cc(N2CCN(C)CC2)nc(N)n1. RXN SMILES: [Br:1][c:2]1[cH:3][cH:4][c:5]2[c:10]([cH:11]1)[CH2:9][N:8]([c:12]1[n:13][c:14]([NH2:25])[n:15][c:16]([N:18]3[CH2:19][CH2:20][N:21]([CH3:24])[CH2:22][CH2:23]3)[cH:17]1)[CH:7]([CH3:26])[CH2:6]2.[C:45](=[O:46])([OH:47])[O-:48].[CH2:50]1[O:51][CH2:52][CH2:53][O:54][CH2:55]1.[CH3:27][C:28]1([CH3:29])[C:30]([CH3:31])([CH3:32])[O:33][B:34]([c:35]2[cH:36][n:37][n:38]([CH2:40][C:41](=[O:42])[NH2:43])[cH:39]2)[O:44]1.[CH3:57][OH:58].[Na+:49].[OH2:56].[cH:59]1[cH:60][cH:61][c:62]([P:63]([Pd:64]([P:65]([c:66]2[cH:67][cH:68][cH:69][cH:70][cH:71]2)([c:72]2[cH:73][cH:74][cH:75][cH:76][cH:77]2)[c:78]2[cH:79][cH:80][cH:81][cH:82][cH:83]2)([P:84]([c:85]2[cH:86][cH:87][cH:88][cH:89][cH:90]2)([c:91]2[cH:92][cH:93][cH:94][cH:95][cH:96]2)[c:97]2[cH:98][cH:99][cH:100][cH:101][cH:102]2)[P:103]([c:104]2[cH:105][cH:106][cH:107][cH:108][cH:109]2)([c:110]2[cH:111][cH:112][cH:113][cH:114][cH:115]2)[c:116]2[cH:117][cH:118][cH:119][cH:120][cH:121]2)([c:122]2[cH:123][cH:124][cH:125][cH:126][cH:127]2)[c:128]2[cH:129][cH:130][cH:131][cH:132][cH:133]2)[cH:134][cH:135]1>>[c:2]1(-[c:35]2[cH:36][n:37][n:38]([CH2:40][C:41](=[O:42])[NH2:43])[cH:39]2)[cH:3][cH:4][c:5]2[c:10]([cH:11]1)[CH2:9][N:8]([c:12]1[n:13][c:14]([NH2:25])[n:15][c:16]([N:18]3[CH2:19][CH2:20][N:21]([CH3:24])[CH2:22][CH2:23]3)[cH:17]1)[CH:7]([CH3:26])[CH2:6]2. Starting materials: COC(C)(C)C#CBr, C#CCO, CO, Cl[Cu], Cl, NO. Product: COC(C)(C)C#CC#CCO. As a reaction SMILES: [Br:8][C:9]#[C:10][C:11]([CH3:12])([CH3:13])[O:14][CH3:15].[CH2:4]([C:5]#[CH:6])[OH:7].[CH3:16][OH:17].[Cl:18][Cu:19].[ClH:1].[NH2:2][OH:3]>>[CH2:4]([C:5]#[C:6][C:9]#[C:10][C:11]([CH3:12])([CH3:13])[O:14][CH3:15])[OH:7]. Yields the product C1(=CC=CC=C1)S(=O)(=O)CC1=CC=C(C(=C1C(=O)OC)O)C1=COC=C1 (Methyl 6-(benzenesulphonylmethyl)-3-(furan-3-yl)-2-hydroxybenzoate). As a reaction SMILES: [C:1]1([S:7]([CH2:10][C:11]2[C:16]([C:17]([O:19][CH2:20]C)=[O:18])=[C:15]([O:22]C)[C:14]([C:24]3[CH:28]=[CH:27]NN=3)=[CH:13][CH:12]=2)(=[O:9])=[O:8])[CH:6]=[CH:5][CH:4]=[CH:3][CH:2]=1.C1(S(CC2C([C:45](OC)=[O:46])=C(O)C(Br)=CC=2)(=O)=O)C=CC=CC=1.O1C=CC(B(O)O)=C1>>[C:1]1([S:7]([CH2:10][C:11]2[C:16]([C:17]([O:19][CH3:20])=[O:18])=[C:15]([OH:22])[C:14]([C:24]3[CH:28]=[CH:27][O:46][CH:45]=3)=[CH:13][CH:12]=2)(=[O:8])=[O:9])[CH:2]=[CH:3][CH:4]=[CH:5][CH:6]=1. Reported procedure: Prepared by proceeding in a similar manner to Intermediate 45, starting from methyl 6-(benzenesulphonylmethyl)-3-bromo-2-hydroxybenzoate (Intermediate 115) and furan-3-yl boronic acid. Starting materials: C1(=CC=CC=C1)S(=O)(=O)CC1=CC=C(C(=C1C(=O)OCC)OC)C1=NNC=C1 (ethyl 6-(benzenesulphonylmethyl)-2-methoxy-3-(pyrazol-3-yl)benzoate), O1C=C(C=C1)B(O)O (furan-3-yl boronic acid), C1(=CC=CC=C1)S(=O)(=O)CC1=CC=C(C(=C1C(=O)OC)O)Br (methyl 6-(benzenesulphonylmethyl)-3-bromo-2-hydroxybenzoate), C1(=CC=CC=C1)S(=O)(=O)CC1=CC=C(C(=C1C(=O)OC)O)Br (methyl 6-(benzenesulphonylmethyl)-3-bromo-2-hydroxybenzoate). Reactants: COC=1C=C(C=CC1OC)C1=C(C(OC1)=O)C(=O)N1CCOCC1 (4-(3,4-Dimethoxyphenyl)-2-oxo-2,5-dihydrofurane-3-carboxylic acid morpholide), ClC1=CC=C(C=O)C=C1 (4-chlorobenzaldehyde). Reagents/catalysts: N1CCCCC1 (piperidine). Run in C(C)O (ethanol). The product is ClC1=CC=C(C=C2C(=C(C(O2)=O)C(=O)N2CCOCC2)C2=CC(=C(C=C2)OC)OC)C=C1 (5-(4-Chlorobenzylidene)-4-(3,4-dimethoxyphenyl)-2-oxo-2,5-dihydrofurane-3-carboxylic acid morpholide). Reaction SMILES: [CH3:1][O:2][C:3]1[CH:4]=[C:5]([C:11]2[CH2:15][O:14][C:13](=[O:16])[C:12]=2[C:17]([N:19]2[CH2:24][CH2:23][O:22][CH2:21][CH2:20]2)=[O:18])[CH:6]=[CH:7][C:8]=1[O:9][CH3:10].[Cl:25][C:26]1[CH:33]=[CH:32][C:29]([CH:30]=O)=[CH:28][CH:27]=1>N1CCCCC1.C(O)C>[Cl:25][C:26]1[CH:33]=[CH:32][C:29]([CH:30]=[C:15]2[O:14][C:13](=[O:16])[C:12]([C:17]([N:19]3[CH2:20][CH2:21][O:22][CH2:23][CH2:24]3)=[O:18])=[C:11]2[C:5]2[CH:6]=[CH:7][C:8]([O:9][CH3:10])=[C:3]([O:2][CH3:1])[CH:4]=2)=[CH:28][CH:27]=1. Reported procedure: 4-(3,4-Dimethoxyphenyl)-2-oxo-2,5-dihydrofurane-3-carboxylic acid morpholide (1.00 g, 3 mmol) and 4-chlorobenzaldehyde (0.42 g, 3 mmol) were refluxed with ethanol (15 ml) and a small amount of piperidine (3 drops) for 3 h, then the reaction mixture was concentrated. The residue was dissolved in ethyl acetate (5 ml), petrol ether (2.5 ml) was added and the solution was applied onto a flash chromatography column (silica gel, 30 g). The column was eluted with ethyl acetate/petrol ether (2:1). The f... Starting materials: IC (iodomethane), BrC1=CC2=C(C(CS2(=O)=O)=O)C=C1 (6-bromo-1-benzothiophen-3(2H)-one 1,1-dioxide), BrC1=CC2=C(C(CS2(=O)=O)=O)C=C1 (6-bromo-1-benzothiophen-3(2H)-one 1,1-dioxide), [H-].[Na+] (sodium hydride), CN(C)C=O (DMF). Run at time 1 hour. Product: BrC1=CC2=C(C(C(S2(=O)=O)(C)C)=O)C=C1 (6-bromo-2,2-dimethyl-1-benzothiophen-3(2H)-one 1,1-dioxide). Reaction SMILES: [Br:1][C:2]1[CH:13]=[CH:12][C:5]2[C:6](=O)[CH2:7][S:8](=[O:10])(=[O:9])[C:4]=2[CH:3]=1.[H-].[Na+].I[CH3:17].CN([CH:21]=[O:22])C>>[Br:1][C:2]1[CH:13]=[CH:12][C:5]2[C:21](=[O:22])[C:7]([CH3:6])([CH3:17])[S:8](=[O:9])(=[O:10])[C:4]=2[CH:3]=1 |f:1.2|. Reported procedure: A solution of 6-bromo-1-benzothiophen-3(2H)-one 1,1-dioxide (Intermediate 240; 1.00 g; 3.83 mmol) in anhydrous DMF (4 mL) was treated with sodium hydride (337 mg; 8.43 mmol) and stirred for 1 h. The resulting mixture was treated with iodomethane (715 μl; 11.5 mmol) and stirred for 15 min. The reaction was quenched with water, then partitioned between AcOEt and brine. The organic phase was washed with brine, dried on MgSO4, filtered and concentrated to give a residue which was purified by flash c...